This data is from the Open Reaction Database (ORD), a public repository of structured organic reaction records. The task is: describe an organic reaction: reactants, conditions, products, and yield Reactants: Nc1cc[nH]n1, Nc1cc(Cc2ccc(OCCCN3CCOCC3)cc2)n[nH]1, C1CCOC1, O=C1Nc2ccccc2C1=CO. The product is O=C1Nc2ccccc2C1=CNc1cc(Cc2ccc(OCCCN3CCOCC3)cc2)n[nH]1. Reaction SMILES: [NH2:1][c:2]1[cH:3][cH:4][nH:5][n:6]1.[O:19]1[CH2:20][CH2:21][N:22]([CH2:25][CH2:26][CH2:27][O:28][c:29]2[cH:30][cH:31][c:32]([CH2:33][c:34]3[cH:35][c:36]([NH2:39])[nH:37][n:38]3)[cH:40][cH:41]2)[CH2:23][CH2:24]1.[O:42]1[CH2:43][CH2:44][CH2:45][CH2:46]1.[OH:7][CH:8]=[C:9]1[C:10](=[O:18])[NH:11][c:12]2[cH:13][cH:14][cH:15][cH:16][c:17]21>>[CH:8](=[C:9]1[C:10](=[O:18])[NH:11][c:12]2[cH:13][cH:14][cH:15][cH:16][c:17]21)[NH:39][c:36]1[cH:35][c:34]([CH2:33][c:32]2[cH:31][cH:30][c:29]([O:28][CH2:27][CH2:26][CH2:25][N:22]3[CH2:21][CH2:20][O:19][CH2:24][CH2:23]3)[cH:41][cH:40]2)[n:38][nH:37]1. Starting materials: S(O)(O)(=O)=O (sulfuric acid), C(C)(=O)O (acetic acid), C(C)OC(=O)C(C(=O)C1=NN(C(=C1)C1=CC=C(C=C1)S(=O)(=O)C)C1=CC=C(C=C1)F)C(=O)OCC (3-bis(ethoxycarbonyl)acetyl-1-(4-fluorophenyl)-5-[4-(methylsulfonyl)phenyl]pyrazole). Solvent: O (water). Yields the product C(C)(=O)C1=NN(C(=C1)C1=CC=C(C=C1)S(=O)(=O)C)C1=CC=C(C=C1)F (3-acetyl-1-(4-fluorophenyl)-5-[4-(methylsulfonyl)phenyl]pyrazole). As a reaction SMILES: S(=O)(=O)(O)O.C(O)(=O)C.C(OC([CH:15](C(OCC)=O)[C:16]([C:18]1[CH:22]=[C:21]([C:23]2[CH:28]=[CH:27][C:26]([S:29]([CH3:32])(=[O:31])=[O:30])=[CH:25][CH:24]=2)[N:20]([C:33]2[CH:38]=[CH:37][C:36]([F:39])=[CH:35][CH:34]=2)[N:19]=1)=[O:17])=O)C>O>[C:16]([C:18]1[CH:22]=[C:21]([C:23]2[CH:24]=[CH:25][C:26]([S:29]([CH3:32])(=[O:31])=[O:30])=[CH:27][CH:28]=2)[N:20]([C:33]2[CH:34]=[CH:35][C:36]([F:39])=[CH:37][CH:38]=2)[N:19]=1)(=[O:17])[CH3:15]. Reported procedure: A mixture of sulfuric acid (3.9 ml), acetic acid (23.6 ml) and water (19.6 ml) was added to 3-bis(ethoxycarbonyl)acetyl-1-(4-fluorophenyl)-5-[4-(methylsulfonyl)phenyl]pyrazole. The mixture was refluxed for 5 hours and concentrated. The residue was dissolved in ethyl acetate, and the solution was washed with water, dried and concentrated. The residue was purified by column chromatography on silica gel (150 g) eluting with a mixture of chloroform and ethyl acetate (3:1) to give pale brown crystals...